This data is from the Open Reaction Database (ORD), a public repository of structured organic reaction records. The task is: describe an organic reaction: reactants, conditions, products, and yield Run at time 30 minute. Isolated yield 55.3%. Yields the product NC=1C=CC=C2CC[C@H](CC12)O ((R)-8-amino-1,2,3,4-tetrahydro-naphthalen-2-ol). Reaction SMILES: C1C2C(=CC=CC=2)[C@H](N)[C@@H]1O.[NH2:12][C:13]1[CH:14]=[CH:15][CH:16]=[C:17]2[C:22]=1[CH2:21][C:20](=[O:23])[CH2:19][CH2:18]2.[OH-].[K+]>C(O)(C)C.C1C=CC=CC=1.Cl[Ru]Cl>[NH2:12][C:13]1[CH:14]=[CH:15][CH:16]=[C:17]2[C:22]=1[CH2:21][C@H:20]([OH:23])[CH2:19][CH2:18]2 |f:2.3,5.6|. Reactants: NC=1C=CC=C2CCC(CC12)=O (8-amino-3,4-dihydro-1H-naphthalen-2-one), C1[C@H]([C@H](C2=CC=CC=C21)N)O ((1S, 2R)-(−)-cis-1-amino-2-indanol), [OH-].[K+] (potassium hydroxide). Run in C(C)(C)O (isopropanol), C(C)(C)O (isopropanol), C(C)(C)O (isopropanol). Procedure details: A stirred solution benzeneruthenium(II) chloride dimmer (1.55 g) and (1S, 2R)-(−)-cis-1-amino-2-indanol (1.85 g) in degassed isopropanol (500 ml) was heated at 80° C. for 20 minutes under argon, and then cooled to room temperature. The mixture was added to the solution of 8-amino-3,4-dihydro-1H-naphthalen-2-one (25.0 g) in isopropanol (700 ml) at room temperature followed by the prepared solution of potassium hydroxide (1.74 g) in 300 ml of isopropanol (pre-prepared at 45° C. to dissolve and the... The reagents and catalysts are C1=CC=CC=C1.Cl[Ru]Cl (benzeneruthenium(II) chloride). Reactants: C(C)(C)(C)OC(=O)N1CCC=2C(=NNC2CC1)C1=CC=C(C=C1)Cl (3-(4-chloro-phenyl)-4,5,7,8-tetrahydro-1H-1,2,6-triaza-azulene-6-carboxylic acid tert-butyl ester), [N+](=O)([O-])C1=CC=C(CBr)C=C1 (4-nitrobenzyl bromide). Product: ClC1=CC=C(C=C1)C1=NN(C=2CCNCCC12)CC1=CC=C(C=C1)[N+](=O)[O-] (3-(4-Chloro-phenyl)-1-(4-nitro-benzyl)-1,4,5,6,7,8-hexahydro-1,2,6-triaza-azulene). Isolated yield 1.2%. As a reaction SMILES: C(OC([N:8]1[CH2:17][CH2:16][C:15]2[NH:14][N:13]=[C:12]([C:18]3[CH:23]=[CH:22][C:21]([Cl:24])=[CH:20][CH:19]=3)[C:11]=2[CH2:10][CH2:9]1)=O)(C)(C)C.[N+:25]([C:28]1[CH:35]=[CH:34][C:31]([CH2:32]Br)=[CH:30][CH:29]=1)([O-:27])=[O:26]>>[Cl:24][C:21]1[CH:20]=[CH:19][C:18]([C:12]2[C:11]3[CH2:10][CH2:9][NH:8][CH2:17][CH2:16][C:15]=3[N:14]([CH2:32][C:31]3[CH:34]=[CH:35][C:28]([N+:25]([O-:27])=[O:26])=[CH:29][CH:30]=3)[N:13]=2)=[CH:23][CH:22]=1. Reported procedure: The title compound (0.004 g) was prepared from 3-(4-chloro-phenyl)-4,5,7,8-tetrahydro-1H-1,2,6-triaza-azulene-6-carboxylic acid tert-butyl ester (Example 59, Step C, 0.3 g) using 4-nitrobenzyl bromide (0.3 g) in place of benzyl chloride. MS (ESI): exact mass calculated for C20H19ClN4O2, 382.12. found, m/z 383.1 [M+H]+. 1H NMR (400 MHz, CD3OD): 8.23-8.19 (m, 2H), 7.51-7.47 (m, 2H), 7.45-7.47 (m, 2H), 7.32 (d, J=8.6 Hz, 2H), 5.52 (s, 2H), 2.98-2.95 (m, 4H), 2.89-2.85 (m, 2H), 2.83-2.79 (m, 2H). Reactants: CC(C)(C)OC(=O)Nc1sc(-c2ccccc2F)nc1C(=O)O, CCn1ncc([N+](=O)[O-])c1N1CCCC(NC(=O)C(F)(F)F)CC1. Yields the product CCn1ncc(NC(=O)c2nc(-c3ccccc3F)sc2NC(=O)OC(C)(C)C)c1N1CCCC(NC(=O)C(F)(F)F)CC1. As a reaction SMILES: [C:25]([CH3:26])([CH3:27])([CH3:28])[O:29][C:30](=[O:31])[NH:32][c:33]1[c:34]([C:45](=[O:46])[OH:47])[n:35][c:36](-[c:38]2[c:39]([F:44])[cH:40][cH:41][cH:42][cH:43]2)[s:37]1.[CH2:1]([CH3:2])[n:3]1[n:4][cH:5][c:6]([N+:22]([O-:23])=[O:24])[c:7]1[N:8]1[CH2:9][CH2:10][CH:11]([NH:15][C:16]([C:17]([F:18])([F:19])[F:20])=[O:21])[CH2:12][CH2:13][CH2:14]1>>[CH2:1]([CH3:2])[n:3]1[n:4][cH:5][c:6]([NH:22][C:45]([c:34]2[c:33]([NH:32][C:30]([O:29][C:25]([CH3:26])([CH3:27])[CH3:28])=[O:31])[s:37][c:36](-[c:38]3[c:39]([F:44])[cH:40][cH:41][cH:42][cH:43]3)[n:35]2)=[O:46])[c:7]1[N:8]1[CH2:9][CH2:10][CH:11]([NH:15][C:16]([C:17]([F:18])([F:19])[F:20])=[O:21])[CH2:12][CH2:13][CH2:14]1.